Dataset: the Open Reaction Database (ORD), a public repository of structured organic reaction records. Task: describe an organic reaction: reactants, conditions, products, and yield Reactants: N1(CCNCC1)C1=C2C(=NC(=NC2=CC=C1)N)N (5-piperazin-1-yl-quinazoline-2,4-diamine), C1=C(C=CC2=CC=CC=C12)S(=O)(=O)Cl (2-naphthalene-sulfonyl chloride). Product: C1=C(C=CC2=CC=CC=C12)S(=O)(=O)N1CCN(CC1)C1=C2C(=NC(=NC2=CC=C1)N)N (5-[4-(Naphthalene-2-sulfonyl)-piperazin-1-yl]-quinazoline-2,4-diamine). Yield: 58.0%. As a reaction SMILES: [N:1]1([C:7]2[CH:16]=[CH:15][CH:14]=[C:13]3[C:8]=2[C:9]([NH2:18])=[N:10][C:11]([NH2:17])=[N:12]3)[CH2:6][CH2:5][NH:4][CH2:3][CH2:2]1.[CH:19]1[C:28]2[C:23](=[CH:24][CH:25]=[CH:26][CH:27]=2)[CH:22]=[CH:21][C:20]=1[S:29](Cl)(=[O:31])=[O:30]>>[CH:19]1[C:28]2[C:23](=[CH:24][CH:25]=[CH:26][CH:27]=2)[CH:22]=[CH:21][C:20]=1[S:29]([N:4]1[CH2:5][CH2:6][N:1]([C:7]2[CH:16]=[CH:15][CH:14]=[C:13]3[C:8]=2[C:9]([NH2:18])=[N:10][C:11]([NH2:17])=[N:12]3)[CH2:2][CH2:3]1)(=[O:30])=[O:31]. Procedure details: Title compound was prepared via Resin Method using 5-piperazin-1-yl-quinazoline-2,4-diamine (50 mg; 0.2 mmol) and 2-naphthalene-sulfonyl chloride (79.8 mg; 0.41 mmol) to obtain 50.0 mg. (58% yield). 1H NMR (400 MHz, DMSO-d6) δ 8.52 (s, 1H), 8.31 (br s, 1H), 8.23 (m, 2H), 8.13 (m, 1H), 7.84 (m, 1H), 7.77 (m, 2H), 7.37 (m, 1H), 6.96 (d, J=8.0 Hz, 1H), 6.83 (m, 2H), 5.90 (br s, 2H), 3.82 (br d, J=11.2 Hz, 2H), 3.11 (br d, J=12.0 Hz, 2H), 2.87 (m, 2H), 2.64 (m, 2H). ESIMS+436.0 m/z Reactants: OC1CCNCC1 (4-Hydroxy-piperidine), BrCCCCCBr (1,5-dibromopentane), FC1=CC=C(C=C1)CC(=O)Cl ((4-fluoro-phenyl)-acetyl chloride), COCCNC (N-(2-methoxyethyl)methylamine). The product is FC1=CC=C(C=C1)CC(=O)N1CCC(CC1)OCCCCCN(C)CCOC (2-(4-Fluoro-phenyl)-1-(4-{5-[(2-methoxy-ethyl)-methyl-amino]-pentyloxy}-piperidin-1-yl)-ethanone). Reaction SMILES: [OH:1][CH:2]1[CH2:7][CH2:6][NH:5][CH2:4][CH2:3]1.Br[CH2:9][CH2:10][CH2:11][CH2:12][CH2:13]Br.[F:15][C:16]1[CH:21]=[CH:20][C:19]([CH2:22][C:23](Cl)=[O:24])=[CH:18][CH:17]=1.[CH3:26][O:27][CH2:28][CH2:29][NH:30][CH3:31]>>[F:15][C:16]1[CH:21]=[CH:20][C:19]([CH2:22][C:23]([N:5]2[CH2:6][CH2:7][CH:2]([O:1][CH2:9][CH2:10][CH2:11][CH2:12][CH2:13][N:30]([CH2:29][CH2:28][O:27][CH3:26])[CH3:31])[CH2:3][CH2:4]2)=[O:24])=[CH:18][CH:17]=1. Reported procedure: In analogy to example 1.2a, 1.3, 1.4 and 1.5, reaction of 4-Hydroxy-piperidine with 1,5-dibromopentane, (4-fluoro-phenyl)-acetyl chloride and N-(2-methoxyethyl)methylamine yielded 2-(4-Fluoro-phenyl)-1-(4-{5-[(2-methoxy-ethyl)-methyl-amino]-pentyloxy}-piperidin-1-yl)-ethanone, MS: 395 (MH+). Reactants: C(C)(=O)N1CC2=C(C=CC3=C1C=CC=C3)N=C(C(=C2)F)Cl (6-Acetyl-2-chloro-3-fluoro-5,6-dihydro-pyrido[3,2-c][1]benzazocine), aqueous solution, C(=O)([O-])[O-].[Na+].[Na+] (Na2CO3), COC1=NC=C(C=C1)B1OC(C(O1)(C)C)(C)C (2-methoxy-5-(4,4,5,5-tetramethyl-[1,3,2]dioxaborolan-2-yl)-pyridine), CCOC(=O)C (EtOAc). Reagents/catalysts: C=1C=CC(=CC1)[P](C=2C=CC=CC2)(C=3C=CC=CC3)[Pd]([P](C=4C=CC=CC4)(C=5C=CC=CC5)C=6C=CC=CC6)([P](C=7C=CC=CC7)(C=8C=CC=CC8)C=9C=CC=CC9)[P](C=1C=CC=CC1)(C=1C=CC=CC1)C=1C=CC=CC1 (Pd(PPh3)4). The solvent is C1(=CC=CC=C1)C (toluene), CCO (EtOH), O (H2O). Conditions: temperature 100 celsius. Product: C(C)(=O)N1CC2=C(C=CC3=C1C=CC=C3)N=C(C(=C2)F)C=2C=NC(=CC2)OC (6-Acetyl-3-fluoro-5,6-dihydro-2-(6-methoxy-3-pyridinyl)-pyrido[3,2-c][1]benzazocine). Isolated yield 95.7%. RXN SMILES: [C:1]([N:4]1[C:11]2[CH:12]=[CH:13][CH:14]=[CH:15][C:10]=2[CH:9]=[CH:8][C:7]2[N:16]=[C:17](Cl)[C:18]([F:20])=[CH:19][C:6]=2[CH2:5]1)(=[O:3])[CH3:2].C([O-])([O-])=O.[Na+].[Na+].[CH3:28][O:29][C:30]1[CH:35]=[CH:34][C:33](B2OC(C)(C)C(C)(C)O2)=[CH:32][N:31]=1.CCOC(C)=O>C1(C)C=CC=CC=1.CCO.C1C=CC([P]([Pd]([P](C2C=CC=CC=2)(C2C=CC=CC=2)C2C=CC=CC=2)([P](C2C=CC=CC=2)(C2C=CC=CC=2)C2C=CC=CC=2)[P](C2C=CC=CC=2)(C2C=CC=CC=2)C2C=CC=CC=2)(C2C=CC=CC=2)C2C=CC=CC=2)=CC=1.O>[C:1]([N:4]1[C:11]2[CH:12]=[CH:13][CH:14]=[CH:15][C:10]=2[CH:9]=[CH:8][C:7]2[N:16]=[C:17]([C:33]3[CH:32]=[N:31][C:30]([O:29][CH3:28])=[CH:35][CH:34]=3)[C:18]([F:20])=[CH:19][C:6]=2[CH2:5]1)(=[O:3])[CH3:2] |f:1.2.3,^1:64,66,85,104|. Reported procedure: To a solution of 1D (20 mg, 0.066 mmol) in toluene (0.5 mL) and EtOH (0.3 mL) was added a 2M aqueous solution of Na2CO3 (0.3 mL, 0.6 mmol). The resulting solution was purged with argon for 30 minutes and 2A (23.3 mg, 0.099 mmol) was added, followed by a catalytic amount of Pd(PPh3)4. The reaction was heated to 100° C. for 15 minutes, then cooled to ambient temperature. EtOAc and H2O were added, the layers were separated and the organic phase was washed with saturated aqueous NaHCO3 solution, dri... Solvent: O1CCOCC1.O (1,4 dioxane water). The reagents and catalysts are C1=CC=C(C=C1)P([C-]2C=CC=C2)C3=CC=CC=C3.C1=CC=C(C=C1)P([C-]2C=CC=C2)C3=CC=CC=C3.Cl[Pd]Cl.[Fe+2] (PdCl2(dppf)). The yield is 35.3%. Reaction conditions: temperature 100 celsius. Procedure details: 5-bromo-3-(1,1-dioxidotetrahydro-3-thienyl)-1H-indole-7-carboxamide (0.050 g, 0.140 mmol) and 3-furanylboronic acid (0.020 g, 0.182 mmol) was dissolved in a 6:1 solution of 1,4 dioxane/water in a 20 mL microwave reaction vessel. Potassium carbonate (0.097 g, 0.70 mmol) was added and the solution was degassed with Argon. PdCl2(dppf) (0.017 g, 0.024 mmol) was added and the reaction was heated in a microwave at 100° C. for 10 min. The solution was passed through a StratoSphere SPE PL-Thiol MP SPE c... Yields the product O=S1(CC(CC1)C1=CNC2=C(C=C(C=C12)C1=COC=C1)C(=O)N)=O (3-(1,1-Dioxidotetrahydro-3-thienyl)-5-(3-furanyl)-1H-indole-7-carboxamide). RXN SMILES: Br[C:2]1[CH:3]=[C:4]2[C:8](=[C:9]([C:11]([NH2:13])=[O:12])[CH:10]=1)[NH:7][CH:6]=[C:5]2[CH:14]1[CH2:18][CH2:17][S:16](=[O:20])(=[O:19])[CH2:15]1.[O:21]1[CH:25]=[CH:24][C:23](B(O)O)=[CH:22]1.C(=O)([O-])[O-].[K+].[K+]>O1CCOCC1.O.C1C=CC(P(C2C=CC=CC=2)[C-]2C=CC=C2)=CC=1.C1C=CC(P(C2C=CC=CC=2)[C-]2C=CC=C2)=CC=1.Cl[Pd]Cl.[Fe+2]>[O:19]=[S:16]1(=[O:20])[CH2:17][CH2:18][CH:14]([C:5]2[C:4]3[C:8](=[C:9]([C:11]([NH2:13])=[O:12])[CH:10]=[C:2]([C:23]4[CH:24]=[CH:25][O:21][CH:22]=4)[CH:3]=3)[NH:7][CH:6]=2)[CH2:15]1 |f:2.3.4,5.6,7.8.9.10|. Reactants: C([O-])([O-])=O.[K+].[K+] (Potassium carbonate), PL-Thiol, BrC=1C=C2C(=CNC2=C(C1)C(=O)N)C1CS(CC1)(=O)=O (5-bromo-3-(1,1-dioxidotetrahydro-3-thienyl)-1H-indole-7-carboxamide), O1C=C(C=C1)B(O)O (3-furanylboronic acid). The reactants are O=C(O)Cc1cc(Br)ccc1F, O=C([O-])[O-], CC1C(c2ccccc2)OC(=O)N1Cc1cc(C(F)(F)F)ccc1B1OC(C)(C)C(C)(C)O1, COCCOC, [K+], [K+], O, c1ccc(P(c2ccccc2)(c2ccccc2)[Pd](P(c2ccccc2)(c2ccccc2)c2ccccc2)(P(c2ccccc2)(c2ccccc2)c2ccccc2)P(c2ccccc2)(c2ccccc2)c2ccccc2)cc1. Product: CC1C(c2ccccc2)OC(=O)N1Cc1cc(C(F)(F)F)ccc1-c1ccc(F)c(CC(=O)O)c1. Reaction SMILES: [Br:34][c:35]1[cH:36][cH:37][c:38]([F:45])[c:39]([CH2:41][C:42](=[O:43])[OH:44])[cH:40]1.[C:46](=[O:47])([O-:48])[O-:49].[CH3:1][CH:2]1[N:3]([CH2:14][c:15]2[c:16]([B:25]3[O:26][C:27]([CH3:28])([CH3:29])[C:30]([CH3:31])([CH3:32])[O:33]3)[cH:17][cH:18][c:19]([C:21]([F:22])([F:23])[F:24])[cH:20]2)[C:4](=[O:13])[O:5][CH:6]1[c:7]1[cH:8][cH:9][cH:10][cH:11][cH:12]1.[CH3:52][O:53][CH2:54][CH2:55][O:56][CH3:57].[K+:50].[K+:51].[OH2:58].[cH:59]1[cH:60][cH:61][c:62]([P:63]([Pd:64]([P:65]([c:66]2[cH:67][cH:68][cH:69][cH:70][cH:71]2)([c:72]2[cH:73][cH:74][cH:75][cH:76][cH:77]2)[c:78]2[cH:79][cH:80][cH:81][cH:82][cH:83]2)([P:84]([c:85]2[cH:86][cH:87][cH:88][cH:89][cH:90]2)([c:91]2[cH:92][cH:93][cH:94][cH:95][cH:96]2)[c:97]2[cH:98][cH:99][cH:100][cH:101][cH:102]2)[P:103]([c:104]2[cH:105][cH:106][cH:107][cH:108][cH:109]2)([c:110]2[cH:111][cH:112][cH:113][cH:114][cH:115]2)[c:116]2[cH:117][cH:118][cH:119][cH:120][cH:121]2)([c:122]2[cH:123][cH:124][cH:125][cH:126][cH:127]2)[c:128]2[cH:129][cH:130][cH:131][cH:132][cH:133]2)[cH:134][cH:135]1>>[CH3:1][CH:2]1[N:3]([CH2:14][c:15]2[c:16](-[c:35]3[cH:36][cH:37][c:38]([F:45])[c:39]([CH2:41][C:42](=[O:43])[OH:44])[cH:40]3)[cH:17][cH:18][c:19]([C:21]([F:22])([F:23])[F:24])[cH:20]2)[C:4](=[O:13])[O:5][CH:6]1[c:7]1[cH:8][cH:9][cH:10][cH:11][cH:12]1. Starting materials: C(C1=CC=CC=C1)(=O)C=1N=C(N(C1C1=CC=NC=C1)COC)C1=CC=C(C=C1)Cl (4-benzoyl-2-(4-chlorophenyl)-1-methoxymethyl-5-(4-pyridyl)imidazole), Cl (hydrochloric acid). Solvent: CO (methanol). Run at time 8 hour. Product: C(C1=CC=CC=C1)(=O)C=1N=C(NC1C1=CC=NC=C1)C1=CC=C(C=C1)Cl (4-Benzoyl-2-(4-chlorophenyl)-5-(4-pyridyl)imidazole). Yield: 44.5%. Reaction SMILES: [C:1]([C:9]1[N:10]=[C:11]([C:23]2[CH:28]=[CH:27][C:26]([Cl:29])=[CH:25][CH:24]=2)[N:12](COC)[C:13]=1[C:14]1[CH:19]=[CH:18][N:17]=[CH:16][CH:15]=1)(=[O:8])[C:2]1[CH:7]=[CH:6][CH:5]=[CH:4][CH:3]=1.Cl>CO>[C:1]([C:9]1[N:10]=[C:11]([C:23]2[CH:24]=[CH:25][C:26]([Cl:29])=[CH:27][CH:28]=2)[NH:12][C:13]=1[C:14]1[CH:19]=[CH:18][N:17]=[CH:16][CH:15]=1)(=[O:8])[C:2]1[CH:7]=[CH:6][CH:5]=[CH:4][CH:3]=1. Reported procedure: A solution of 4-benzoyl-2-(4-chlorophenyl)-1-methoxymethyl-5-(4-pyridyl)imidazole (10 mg, 0.025 mmol) in methanol (0.8 mL) containing 6 N hydrochloric acid (21 μL) at 40° C. was stirred overnight. The reaction was quenched by the addition of 5% sodium bicarbonate solution and the mixture was extracted with ethyl acetate (2 times). The combined extracts were successively washed with water and saturated salt solution and dried over anhydrous sodium sulfate. The solution was filtered and the solven... Reactants: O=C([O-])[O-], CC#N, CI, [K+], [K+], O, O=S1(=O)NCNc2cccnc21. The product is CN1CNc2cccnc2S1(=O)=O. Reaction SMILES: [C:1](=[O:2])([O-:3])[O-:4].[CH3:21][C:22]#[N:23].[I:7][CH3:8].[K+:5].[K+:6].[OH2:24].[S:9]1(=[O:19])(=[O:20])[NH:10][CH2:11][NH:12][c:13]2[c:14]1[n:15][cH:16][cH:17][cH:18]2>>[CH3:8][N:10]1[S:9](=[O:19])(=[O:20])[c:14]2[c:13]([cH:18][cH:17][cH:16][n:15]2)[NH:12][CH2:11]1.